The task is: describe an organic reaction: reactants, conditions, products, and yield. This data is from the Open Reaction Database (ORD), a public repository of structured organic reaction records. The reactants are Sodium bis(hexamethylsilyl) amide, [Br-].[Br-].[Br-].C1(=CC=CC=C1)[N+](C)(C)C.C1(=CC=CC=C1)[N+](C)(C)C.C1(=CC=CC=C1)[N+](C)(C)C (Phenyltrimethylammonium tribromide), FC1=C2CCC(C2=CC=C1OC)(CC=1C=NC(=CC1)C(F)(F)F)C(C)=O (1-(4-fluoro-5-methoxy-1-{[6-(trifluoromethyl)pyridin-3-yl]methyl}-2,3-dihydro-1H-inden-1-yl)ethanone), Cl[Si](C)(C)C (chloro trimethylsilane). The solvent is C1CCOC1 (THF), C1CCOC1 (THF). Conditions: temperature -78 celsius, time 10 minute. Yields the product BrCC(=O)C1(CCC2=C(C(=CC=C12)OC)F)CC=1C=NC(=CC1)C(F)(F)F (2-bromo-1-(4-fluoro-5-methoxy-1-{[6-(trifluoromethyl)pyridin-3-yl]methyl}-2,3-dihydro-1H-inden-1-yl)ethanone). Reaction SMILES: [F:1][C:2]1[C:10]([O:11][CH3:12])=[CH:9][CH:8]=[C:7]2[C:3]=1[CH2:4][CH2:5][C:6]2([C:24](=[O:26])[CH3:25])[CH2:13][C:14]1[CH:15]=[N:16][C:17]([C:20]([F:23])([F:22])[F:21])=[CH:18][CH:19]=1.Cl[Si](C)(C)C.[Br-:32].[Br-].[Br-].C1([N+](C)(C)C)C=CC=CC=1.C1([N+](C)(C)C)C=CC=CC=1.C1([N+](C)(C)C)C=CC=CC=1>C1COCC1>[Br:32][CH2:25][C:24]([C:6]1([CH2:13][C:14]2[CH:15]=[N:16][C:17]([C:20]([F:22])([F:23])[F:21])=[CH:18][CH:19]=2)[C:7]2[C:3](=[C:2]([F:1])[C:10]([O:11][CH3:12])=[CH:9][CH:8]=2)[CH2:4][CH2:5]1)=[O:26] |f:2.3.4.5.6.7|. Reported procedure: 1-(4-fluoro-5-methoxy-1-{[6-(trifluoromethyl)pyridin-3-yl]methyl}-2,3-dihydro-1H-inden-1-yl)ethanone (600 mg, 1.6 mmol) was diluted in THF (3 ml). This solution was cooled to −78° C. and Sodium bis(hexamethylsilyl) amide (1.8 ml, 1.8 mmol) was added. After stirring for 10 min, chloro trimethylsilane (230 μl, 1.8 mmol) was added drop wise at −78° C., after which the reaction was warmed to 0° C., and left stirring for 30 min. To this solution was added Phenyltrimethylammonium tribromide (680 mg, 1... The reactants are CC(=O)O, Fc1cccnc1N1CCC2(CC1)COOC2, O. The product is O=C1CCN(c2ncccc2F)CC1. As a reaction SMILES: [CH3:19][C:20](=[O:21])[OH:22].[F:1][c:2]1[c:3]([N:8]2[CH2:9][CH2:10][C:11]3([CH2:12][O:13][O:14][CH2:15]3)[CH2:16][CH2:17]2)[n:4][cH:5][cH:6][cH:7]1.[OH2:18]>>[F:1][c:2]1[c:3]([N:8]2[CH2:9][CH2:10][C:11](=[O:18])[CH2:16][CH2:17]2)[n:4][cH:5][cH:6][cH:7]1.